This data is from the Open Reaction Database (ORD), a public repository of structured organic reaction records. The task is: describe an organic reaction: reactants, conditions, products, and yield Starting materials: CN(C)C(=O)Cl, Cc1ccccc1, [H-], Cc1cc(C)nc(N)c1, [Na+], O. As a reaction SMILES: [CH3:12][N:13]([C:14](=[O:15])[Cl:16])[CH3:17].[CH3:19][c:20]1[cH:21][cH:22][cH:23][cH:24][cH:25]1.[H-:1].[NH2:3][c:4]1[n:5][c:6]([CH3:11])[cH:7][c:8]([CH3:10])[cH:9]1.[Na+:2].[OH2:18]>>[NH:3]([c:4]1[n:5][c:6]([CH3:11])[cH:7][c:8]([CH3:10])[cH:9]1)[C:14]([N:13]([CH3:12])[CH3:17])=[O:15]. The product is Cc1cc(C)nc(NC(=O)N(C)C)c1. The reactants are N1(CCCC1)CCCCNC(=O)C1=NC=CC(=C1)OC1=CC(=C(C=C1)O)N (4-(3-Amino-4-hydroxy-phenoxy)-pyridine-2-carboxylic acid (4-pyrrolidin-1-yl-butyl)-amide), ClC1=C(OCC2OCCC2)C=C(C=C1)N=C=S (2-(2-chloro-5-isothiocyanato-phenoxymethyl)-tetrahydro-furan). Run in CC#N (CH3CN), CN(C)C=O (DMF). Reported procedure: To a stirring RT solution of 4-(3-amino-4-hydroxy-phenoxy)-pyridine-2-carboxylic acid (4-pyrrolidin-1-yl-butyl)-amide (Step E, 162 mg, 0.438 mmol) in CH3CN (20 mL) and DMF (2 mL) was added 2-(2-chloro-5-isothiocyanato-phenoxymethyl)-tetrahydro-furan (112 mg, 0.417 mmol). The following day, the CH3CN was evaporated off, and the crude mix was diluted into 1 N NaOH and EtOAc. The layers were separated. The aqueous layer was extracted 3× with EtOAc, and the combined organic layers were washed once w... Product: N1(CCCC1)CCCCNC(=O)C1=NC=CC(=C1)OC=1C=CC2=C(N=C(O2)NC2=CC(=C(C=C2)Cl)OCC2OCCC2)C1 (4-{2-[4-Chloro-3-(tetrahydro-furan-2-ylmethoxy)-phenylamino]-benzoxazol-5-yloxy}-pyridine-2-carboxylic acid (4-pyrrolidin-1-yl-butyl)-amide). As a reaction SMILES: [N:1]1([CH2:6][CH2:7][CH2:8][CH2:9][NH:10][C:11]([C:13]2[CH:18]=[C:17]([O:19][C:20]3[CH:25]=[CH:24][C:23]([OH:26])=[C:22]([NH2:27])[CH:21]=3)[CH:16]=[CH:15][N:14]=2)=[O:12])[CH2:5][CH2:4][CH2:3][CH2:2]1.[Cl:28][C:29]1[CH:41]=[CH:40][C:39]([N:42]=[C:43]=S)=[CH:38][C:30]=1[O:31][CH2:32][CH:33]1[CH2:37][CH2:36][CH2:35][O:34]1>CC#N.CN(C=O)C>[N:1]1([CH2:6][CH2:7][CH2:8][CH2:9][NH:10][C:11]([C:13]2[CH:18]=[C:17]([O:19][C:20]3[CH:25]=[CH:24][C:23]4[O:26][C:43]([NH:42][C:39]5[CH:40]=[CH:41][C:29]([Cl:28])=[C:30]([O:31][CH2:32][CH:33]6[CH2:37][CH2:36][CH2:35][O:34]6)[CH:38]=5)=[N:27][C:22]=4[CH:21]=3)[CH:16]=[CH:15][N:14]=2)=[O:12])[CH2:5][CH2:4][CH2:3][CH2:2]1. The reactants are O=C([O-])[O-], Cc1ccccc1, [Cs+], [Cs+], I[Cu]I, Fc1ccc(I)cc1, CC(C)(C)OC(=O)N1CCC(Oc2ccc3c(c2)CCC(=O)N3)CC1. Product: CC(C)(C)OC(=O)N1CCC(Oc2ccc3c(c2)CCC(=O)N3c2ccc(F)cc2)CC1. RXN SMILES: [C:34](=[O:35])([O-:36])[O-:37].[CH3:40][c:41]1[cH:42][cH:43][cH:44][cH:45][cH:46]1.[Cs+:38].[Cs+:39].[Cu:47]([I:48])[I:49].[F:26][c:27]1[cH:28][cH:29][c:30]([I:33])[cH:31][cH:32]1.[O:1]=[C:2]1[NH:3][c:4]2[cH:5][cH:6][c:7]([O:12][CH:13]3[CH2:14][CH2:15][N:16]([C:19](=[O:20])[O:21][C:22]([CH3:23])([CH3:24])[CH3:25])[CH2:17][CH2:18]3)[cH:8][c:9]2[CH2:10][CH2:11]1>>[O:1]=[C:2]1[N:3]([c:30]2[cH:29][cH:28][c:27]([F:26])[cH:32][cH:31]2)[c:4]2[cH:5][cH:6][c:7]([O:12][CH:13]3[CH2:14][CH2:15][N:16]([C:19](=[O:20])[O:21][C:22]([CH3:23])([CH3:24])[CH3:25])[CH2:17][CH2:18]3)[cH:8][c:9]2[CH2:10][CH2:11]1. Procedure: A mixture of 1.45 g. (4.26 mm) of 5,5-dimethyl-10-hydroxy-2-(2-propynyl)-8-(1-methylbutylphenyl)-1,2,3,4-tetrahydro-5H[1]benzopyrano[3,4-d]pyridine, 0.89 g. (4.28 mm.) of Δ-piperidinobutyric acid hydrochloride and 0.93 g. (4.50 mm.) of dicyclohexylcarbodiimide in 200 ml. of methylene chloride are stirred at room temperature for 18 hours. After cooling the reaction mixture for 11/2 hours, the by-product of dicyclohexylurea is removed by suction filtration. A rotary evaporator is used to remove th... Starting materials: CC1(OC2=C(C(=CC(=C2)C2=C(C=CC=C2)C(CCC)C)O)C2=C1CCN(C2)CC#C)C (5,5-dimethyl-10-hydroxy-2-(2-propynyl)-8-(1-methylbutylphenyl)-1,2,3,4-tetrahydro-5H[1]benzopyrano[3,4-d]pyridine), C(Cl)Cl (methylene chloride), Δ-piperidinobutyric acid hydrochloride, C1(CCCCC1)N=C=NC1CCCCC1 (dicyclohexylcarbodiimide). Run at time 16 hour. As a reaction SMILES: [CH3:1][C:2]1([CH3:31])[C:23]2[CH2:24][CH2:25][N:26]([CH2:28][C:29]#[CH:30])[CH2:27][C:22]=2[C:5]2[C:6]([OH:21])=[CH:7][C:8]([C:10]3[CH:15]=[CH:14][CH:13]=[CH:12][C:11]=3[CH:16]([CH3:20])[CH2:17][CH2:18][CH3:19])=[CH:9][C:4]=2[O:3]1.C1(N=[C:39]=[N:40][CH:41]2[CH2:46][CH2:45][CH2:44][CH2:43]C2)CCCCC1.C(Cl)[Cl:48]>>[ClH:48].[CH3:31][C:2]1([CH3:1])[C:23]2[CH2:24][CH2:25][N:26]([CH2:28][C:29]#[CH:30])[CH2:27][C:22]=2[C:5]2[C:6]([O:21][C:2](=[O:3])[CH2:23][CH2:22][CH2:39][N:40]3[CH2:41][CH2:46][CH2:45][CH2:44][CH2:43]3)=[CH:7][C:8]([C:10]3[CH:15]=[CH:14][CH:13]=[CH:12][C:11]=3[CH:16]([CH3:20])[CH2:17][CH2:18][CH3:19])=[CH:9][C:4]=2[O:3]1 |f:3.4|. The product is Cl.CC1(OC2=C(C(=CC(=C2)C2=C(C=CC=C2)C(CCC)C)OC(CCCN2CCCCC2)=O)C2=C1CCN(C2)CC#C)C (5,5-Dimethyl-10-[4-(piperidino)butyryloxy]-2-(2-propynyl)-8-(1-methyl butylphenyl)-1,2,3,4-tetrahydro-5H[1]benzopyrano [3,4-d]pyridine hydrochloride). Starting materials: N1=C(NN2C(N=C3C=CC=CC3=C21)=O)C(=O)OCC2=CC=CC=C2 (benzyl 1,2,4-triazolo[1,5-c]quinazolin-5-one-2-carboxylate), [H][H] (hydrogen). Reagents/catalysts: [Pd] (Pd/C). Run in CO (methanol). Yields the product N1=C(NN2C(N=C3C=CC=CC3=C21)=O)C(=O)O (1,2,4-Triazolo[1,5-c]quinazolin-5-one-2-carboxylic acid). RXN SMILES: [N:1]1[C:13]2[N:4]([C:5](=[O:14])[N:6]=[C:7]3[C:12]=2[CH:11]=[CH:10][CH:9]=[CH:8]3)[NH:3][C:2]=1[C:15]([O:17]CC1C=CC=CC=1)=[O:16].[H][H]>CO.[Pd]>[N:1]1[C:13]2[N:4]([C:5](=[O:14])[N:6]=[C:7]3[C:12]=2[CH:11]=[CH:10][CH:9]=[CH:8]3)[NH:3][C:2]=1[C:15]([OH:17])=[O:16]. Reported procedure: 5 g (15.6 mmoles) of benzyl 1,2,4-triazolo[1,5-c]quinazolin-5-one-2-carboxylate were dissolved in 250 ml of methanol, 1 g of 5% strength Pd/C was added, and the mixture was then stirred under atmospheric pressure in a hydrogenation apparatus until the absorption of hydrogen was complete. The precipitate was filtered off under suction and dissolved in 50 ml of hot dimethylformamide, the solution was filtered and the solvent was distilled off. The residue was digested with methanol and dried. The reactants are ClC=1N=C(C2=C(N1)C(=CS2)C)NN(C)C (2-chloro-7-methyl-4-(2,2-dimethylhydrazino)thieno[3,2-d]pyrimidine), C(C=C)N (allylamine), C(O)([O-])=O.[Na+] (sodium hydrogen carbonate). Yields the product C(C=C)NC=1N=C(C2=C(N1)C(=CS2)C)NN(C)C (2-Allylamino-7-methyl-4-(2,2-dimethylhydrazino)thieno[3,2-d]pyrimidine). Yield: 92.5%. As a reaction SMILES: Cl[C:2]1[N:3]=[C:4]([NH:12][N:13]([CH3:15])[CH3:14])[C:5]2[S:10][CH:9]=[C:8]([CH3:11])[C:6]=2[N:7]=1.[CH2:16]([NH2:19])[CH:17]=[CH2:18].C(=O)([O-])O.[Na+]>>[CH2:16]([NH:19][C:2]1[N:3]=[C:4]([NH:12][N:13]([CH3:15])[CH3:14])[C:5]2[S:10][CH:9]=[C:8]([CH3:11])[C:6]=2[N:7]=1)[CH:17]=[CH2:18] |f:2.3|. Procedure details: 150 mg (0.62 mmol) of 2-chloro-7-methyl-4-(2,2-dimethylhydrazino)thieno[3,2-d]pyrimidine and 564 mg (9.89 mmol) of allylamine were heated in a sealed tube at 160° C. for 16 hours. After completion of the reaction, the reaction mixture was allowed to resume room temperature, followed by adding a saturated aqueous sodium hydrogen carbonate solution thereto and extraction with ethyl acetate (50 ml×2). After the organic layer was washed with brine and dried over anhydrous sodium sulfate, the solvent... The reactants are BrC1=CC=C(S1)N1C(O[C@@]2(C1)CN1CCC2CC1)=O ((R)-3′-(5-bromothiophen-2-yl)spiro[1-azabicyclo[2.2.2]octan-3,5′-oxazolidin]-2′-one), C(CCC)[Sn](C=1SC=CC1)(CCCC)CCCC (2-(tri-n-butylstannyl)thiophene). Yields the product S1C(=CC=C1)C1=CC=C(S1)N1C(O[C@@]2(C1)CN1CCC2CC1)=O ((R)-3′-[5-(Thiophen-2-yl)thiophen-2-yl]spiro[1-azabicyclo[2.2.2]octan-3,5′-oxazolidin]-2′-one). Reaction SMILES: Br[C:2]1[S:6][C:5]([N:7]2[CH2:11][C@:10]3([CH:16]4[CH2:17][CH2:18][N:13]([CH2:14][CH2:15]4)[CH2:12]3)[O:9][C:8]2=[O:19])=[CH:4][CH:3]=1.C([Sn](CCCC)(CCCC)[C:25]1[S:26][CH:27]=[CH:28][CH:29]=1)CCC>>[S:26]1[CH:27]=[CH:28][CH:29]=[C:25]1[C:2]1[S:6][C:5]([N:7]2[CH2:11][C@:10]3([CH:16]4[CH2:17][CH2:18][N:13]([CH2:14][CH2:15]4)[CH2:12]3)[O:9][C:8]2=[O:19])=[CH:4][CH:3]=1. Procedure: The title compound was prepared by a method analogous to that described in Example 4 from (R)-3′-(5-bromothiophen-2-yl)spiro[1-azabicyclo[2.2.2]octan-3,5′-oxazolidin]-2′-one and 2-(tri-n-butylstannyl)thiophene. The solid obtained from flash chromatography was further purified by reverse phase HPLC on a C18 column using a gradient of 5-45% acetonitrile/water (each solvent containing 0.1% trifluoroacetic acid as a buffer) as the eluant. The product-containing fractions were evaporated. The residue... The reactants are BrC=1C=CC2=C(C(=NS2)NCCCN)C1 (N1-(5-Bromobenzo[d]isothiazol-3-yl)propane-1,3-diamine), COC1=CC=C(C=C1)C1=CC=C(C=C1)C=O (4′-methoxybiphenyl-4-carbaldehyde), C(C)(=O)O[BH-](OC(C)=O)OC(C)=O.[Na+] (sodium triacetoxyborohydride). Reagents/catalysts: C(C)(=O)O (acetic acid). Solvent: ClCCCl (1,2-dichloroethane), C(C)(=O)OCC (ethyl acetate). The product is BrC=1C=CC2=C(C(=NS2)NCCCNCC2=CC=C(C=C2)C2=CC=C(C=C2)OC)C1 (N1-(5-bromobenzo[d]isothiazol-3-yl)-N3-((4′-methoxybiphenyl-4-yl)methyl)propane-1,3-diamine). Yield: 40.8%. As a reaction SMILES: [Br:1][C:2]1[CH:3]=[CH:4][C:5]2[S:9][N:8]=[C:7]([NH:10][CH2:11][CH2:12][CH2:13][NH2:14])[C:6]=2[CH:15]=1.[CH3:16][O:17][C:18]1[CH:23]=[CH:22][C:21]([C:24]2[CH:29]=[CH:28][C:27]([CH:30]=O)=[CH:26][CH:25]=2)=[CH:20][CH:19]=1.C(O[BH-](OC(=O)C)OC(=O)C)(=O)C.[Na+]>ClCCCl.C(O)(=O)C.C(OCC)(=O)C>[Br:1][C:2]1[CH:3]=[CH:4][C:5]2[S:9][N:8]=[C:7]([NH:10][CH2:11][CH2:12][CH2:13][NH:14][CH2:30][C:27]3[CH:26]=[CH:25][C:24]([C:21]4[CH:22]=[CH:23][C:18]([O:17][CH3:16])=[CH:19][CH:20]=4)=[CH:29][CH:28]=3)[C:6]=2[CH:15]=1 |f:2.3|. Procedure details: N1-(5-Bromobenzo[d]isothiazol-3-yl)propane-1,3-diamine (190 mg, 0.66 mmol) and 4′-methoxybiphenyl-4-carbaldehyde (140 mg, 0.66 mmol) were combined in 1,2-dichloroethane (30 mL) and treated with sodium triacetoxyborohydride (280 mg, 1.32 mmol) and acetic acid (one drop). The mixture was sonicated at room temperature for 18 h. The reaction was diluted with ethyl acetate and then washed with water, brine and saturated sodium bicarbonate solution. The organic solution was dried over anhydrous sodium... As a reaction SMILES: [CH2:35]1[O:36][CH2:37][CH2:38][CH2:39]1.[CH2:8]([Li:9])[CH2:10][CH2:11][CH3:12].[CH3:21][n:22]1[n:23][n:24][n:25][c:26]1-[c:27]1[cH:28][cH:29][c:30]([CH2:31][Cl:32])[cH:33][cH:34]1.[CH3:40][CH2:41][O:42][C:43](=[O:44])[CH3:45].[CH:13]1([C:17](=[O:18])[O:19][CH3:20])[CH2:14][CH2:15][CH2:16]1.[CH:1]([NH:2][CH:3]([CH3:4])[CH3:5])([CH3:6])[CH3:7].[OH2:46]>>[C:13]1([C:17](=[O:18])[O:19][CH3:20])([CH2:31][c:30]2[cH:29][cH:28][c:27](-[c:26]3[n:22]([CH3:21])[n:23][n:24][n:25]3)[cH:34][cH:33]2)[CH2:14][CH2:15][CH2:16]1. Reactants: C1CCOC1, [Li]CCCC, Cn1nnnc1-c1ccc(CCl)cc1, CCOC(C)=O, COC(=O)C1CCC1, CC(C)NC(C)C, O. The product is COC(=O)C1(Cc2ccc(-c3nnnn3C)cc2)CCC1.